Dataset: the Open Reaction Database (ORD), a public repository of structured organic reaction records. Task: describe an organic reaction: reactants, conditions, products, and yield The reactants are C(C)(C)(C)C1=NC2=C(N1CC1CCC(CC1)F)C=CC(=C2)NC(C)=O (N-{2-tert-Butyl-1-[(4-fluorocyclohexyl)methyl]-1H-benzimidazol-5-yl}acetamide), Cl (HCl). Solvent: 1, CCO (EtOH). Yields the product C(C)(C)(C)C1=NC2=C(N1CC1CCC(CC1)F)C=CC(=C2)N (2-tert-Butyl-1-[(4-fluorocyclohexyl)methyl]-1H-benzimidazol-5-amine). As a reaction SMILES: [C:1]([C:5]1[N:9]([CH2:10][CH:11]2[CH2:16][CH2:15][CH:14]([F:17])[CH2:13][CH2:12]2)[C:8]2[CH:18]=[CH:19][C:20]([NH:22]C(=O)C)=[CH:21][C:7]=2[N:6]=1)([CH3:4])([CH3:3])[CH3:2].Cl>CCO>[C:1]([C:5]1[N:9]([CH2:10][CH:11]2[CH2:12][CH2:13][CH:14]([F:17])[CH2:15][CH2:16]2)[C:8]2[CH:18]=[CH:19][C:20]([NH2:22])=[CH:21][C:7]=2[N:6]=1)([CH3:4])([CH3:2])[CH3:3]. Procedure: N-{2-tert-Butyl-1-[(4-fluorocyclohexyl)methyl]-1H-benzimidazol-5-yl}acetamide (190 mg, 0.550 mmol) was heated in 5 mL of 1:1/2M HCl:EtOH at 120° C. for 1 h using a Personal Chemistry microwaves apparatus. The solvent was evaporated. The residue was basified with 2M NaOH and extracted (3×) with EtOAc. The organic phase was washed with saturated aqueous NaCl solution and dried over anhydrous Na2SO4. The solvent was evaporated. Yield: 154 mg (92%). 1H NMR (400 MHz, METHANOL-D4) δ 1.28-1.39 (m, 2 H)... Reactants: C(C)(=O)O[BH-](OC(C)=O)OC(C)=O.[Na+] (Sodium triacetoxyborohydride), C=O (paraformaldehyde), O=C1NC2=NC=C(C=C2CC12CCNCC2)/C=C/C(=O)O ((E)-3-(2-oxo-2,4-dihydro-1H-spiro[[1,8]naphthyridine-3,4′-piperidine]-6-yl)acrylic acid). Solvent: ClCCCl (1,2-dichloroethane). Run at temperature 70 celsius, time 2 hour. Product: CN1CCC2(CC1)C(NC1=NC=C(C=C1C2)/C=C/C(=O)O)=O ((E)-3-(1′-Methyl-2-oxo-2,4-dihydro-1H-spiro[[1,8]naphthyridine-3,4′-piperidine]-6-yl)acrylic acid). As a reaction SMILES: [C:1](O[BH-](OC(=O)C)OC(=O)C)(=O)C.[Na+].C=O.[O:17]=[C:18]1[C:27]2([CH2:32][CH2:31][NH:30][CH2:29][CH2:28]2)[CH2:26][C:25]2[C:20](=[N:21][CH:22]=[C:23](/[CH:33]=[CH:34]/[C:35]([OH:37])=[O:36])[CH:24]=2)[NH:19]1>ClCCCl>[CH3:1][N:30]1[CH2:31][CH2:32][C:27]2([CH2:26][C:25]3[C:20](=[N:21][CH:22]=[C:23](/[CH:33]=[CH:34]/[C:35]([OH:37])=[O:36])[CH:24]=3)[NH:19][C:18]2=[O:17])[CH2:28][CH2:29]1 |f:0.1|. Procedure: Sodium triacetoxyborohydride (671 mg, 3.17 mmol) and paraformaldehyde (95 mg, 3.17 mmol) were successively added to a suspension of (E)-3-(2-oxo-2,4-dihydro-1H-spiro[[1,8]naphthyridine-3,4′-piperidine]-6-yl)acrylic acid (455 mg, 1.58 mmol) in 1,2-dichloroethane (40 mL) at room temperature. The reaction mixture was then heated to 70° C. and stirred for 2 hours. The reaction mixture was cooled to room temperature, the precipitated product filtered and washed with H2O (50 mL) and MeOH (3×50 mL) and... Reactants: Cc1ccccc1, CCCI, [K+], [K+], O=C([O-])[O-], CN(C)C=O, O, O=Cc1cccc(O)c1. The product is CCCOc1cccc(C=O)c1. As a reaction SMILES: [CH3:25][c:26]1[cH:27][cH:28][cH:29][cH:30][cH:31]1.[I:21][CH2:22][CH2:23][CH3:24].[K+:10].[K+:11].[O-:12][C:13]([O-:14])=[O:15].[O:16]=[CH:17][N:18]([CH3:19])[CH3:20].[OH2:32].[OH:1][c:2]1[cH:3][c:4]([CH:5]=[O:6])[cH:7][cH:8][cH:9]1>>[O:1]([c:2]1[cH:3][c:4]([CH:5]=[O:6])[cH:7][cH:8][cH:9]1)[CH2:22][CH2:23][CH3:24]. Starting materials: ClC1=CC(=C(CN2N=CC3=CC(=CC=C23)C=C2C(N=C(S2)SCC)=O)C=C1)C(F)(F)F (5-[1-(4-Chloro-2-trifluoromethyl-benzyl)-1H-indazol-5-ylmethylene]-2-ethylsulfanyl-thiazol-4-one), COC[C@@H]1CNCCO1 ((2S)-2-Methoxymethyl-morpholine). Product: ClC1=CC(=C(CN2N=CC3=CC(=CC=C23)C=C2C(N=C(S2)N2C[C@H](OCC2)COC)=O)C=C1)C(F)(F)F (5-({1-[4-Chloro-2-(trifluoromethyl)benzyl]-1H-indazol-5-yl}methylidene)-2-[2-(S)-(methoxymethyl)morpholin-4-yl]-1,3-thiazol-4(5H)-one). As a reaction SMILES: [Cl:1][C:2]1[CH:27]=[CH:26][C:5]([CH2:6][N:7]2[C:15]3[C:10](=[CH:11][C:12]([CH:16]=[C:17]4[S:21][C:20](SCC)=[N:19][C:18]4=[O:25])=[CH:13][CH:14]=3)[CH:9]=[N:8]2)=[C:4]([C:28]([F:31])([F:30])[F:29])[CH:3]=1.[CH3:32][O:33][CH2:34][C@H:35]1[O:40][CH2:39][CH2:38][NH:37][CH2:36]1>>[Cl:1][C:2]1[CH:27]=[CH:26][C:5]([CH2:6][N:7]2[C:15]3[C:10](=[CH:11][C:12]([CH:16]=[C:17]4[S:21][C:20]([N:37]5[CH2:38][CH2:39][O:40][C@H:35]([CH2:34][O:33][CH3:32])[CH2:36]5)=[N:19][C:18]4=[O:25])=[CH:13][CH:14]=3)[CH:9]=[N:8]2)=[C:4]([C:28]([F:29])([F:30])[F:31])[CH:3]=1. Reported procedure: 5-({1-[4-Chloro-2-(trifluoromethyl)benzyl]-1H-indazol-5-yl}methylidene)-2-[2-(S)-(methoxymethyl)morpholin-4-yl]-1,3-thiazol-4(5H)-one was prepared from 5-[1-(4-Chloro-2-trifluoromethyl-benzyl)-1H-indazol-5-ylmethylene]-2-ethylsulfanyl-thiazol-4-one and (2S)-2-Methoxymethyl-morpholine following General Procedure C. The reactants are COC(C)OCOC(C)c1cc(S(N)(=O)=S)sc1C, CO, [Na+], O=C([O-])O, O=S(=O)(O)O. The product is COC(C)c1cc(S(N)(=O)=S)sc1C. Reaction SMILES: [CH3:1][O:2][CH:3]([O:4][CH2:6][O:7][CH:8]([CH3:9])[c:10]1[cH:11][c:12]([S:16](=[O:17])(=[S:18])[NH2:19])[s:13][c:14]1[CH3:15])[CH3:5].[CH3:30][OH:31].[Na+:29].[O-:25][C:26]([OH:27])=[O:28].[S:20](=[O:21])(=[O:22])([OH:23])[OH:24]>>[CH3:6][O:7][CH:8]([CH3:9])[c:10]1[cH:11][c:12]([S:16](=[O:17])(=[S:18])[NH2:19])[s:13][c:14]1[CH3:15]. The reactants are C(CCCCCCC)C1=CC=C(N)C=C1 (4-octylaniline), 4A, C(C1=CC=CC=C1)=O (benzaldehyde). The solvent is C1(=CC=CC=C1)C (toluene). Run at time 5 hour. Product: C(C1=CC=CC=C1)NC1=CC=C(C=C1)CCCCCCCC (benzyl(4-octylphenyl)amine). As a reaction SMILES: [CH:1](=O)[C:2]1[CH:7]=[CH:6][CH:5]=[CH:4][CH:3]=1.[CH2:9]([C:17]1[CH:23]=[CH:22][C:20]([NH2:21])=[CH:19][CH:18]=1)[CH2:10][CH2:11][CH2:12][CH2:13][CH2:14][CH2:15][CH3:16]>C1(C)C=CC=CC=1>[CH2:1]([NH:21][C:20]1[CH:22]=[CH:23][C:17]([CH2:9][CH2:10][CH2:11][CH2:12][CH2:13][CH2:14][CH2:15][CH3:16])=[CH:18][CH:19]=1)[C:2]1[CH:7]=[CH:6][CH:5]=[CH:4][CH:3]=1. Procedure: To a solution of benzaldehyde (10 mL) in toluene (200 mL) were added, under ice-cooling, 4-octylaniline (22.5 mL) and molecular sieves 4A (20 g), and the mixture was stirred overnight at room temperature. The molecular sieves 4A was filtered off from the reaction mixture and the obtained filtrate was concentrated under reduced pressure. The residue was dissolved in methanol (200 mL) and sodium borohydride (2.3 g) was added under ice-cooling. The mixture was stirred at room temperature for 5 hr. ... The reactants are O=C(O)c1csc(Br)c1, Cn1nccc1B1OC(C)(C)C(C)(C)O1, Cn1nccc1B1OCC(C)(C)CO1, [K+], [K+], O=C([O-])[O-], C1COCCO1, O. Product: Cn1nccc1-c1cc(C(=O)O)cs1. Reaction SMILES: [Br:1][c:2]1[cH:3][c:4]([C:7](=[O:8])[OH:9])[cH:5][s:6]1.[CH3:16][n:17]1[n:18][cH:19][cH:20][c:21]1[B:22]1[O:23][C:24]([CH3:25])([CH3:26])[C:27]([CH3:28])([CH3:29])[O:30]1.[CH3:31][C:32]1([CH3:33])[CH2:34][O:35][B:36]([c:37]2[n:38]([CH3:39])[n:40][cH:41][cH:42]2)[O:43][CH2:44]1.[K+:10].[K+:11].[O-:12][C:13]([O-:14])=[O:15].[O:45]1[CH2:46][CH2:47][O:48][CH2:49][CH2:50]1.[OH2:51]>>[c:2]1(-[c:21]2[n:17]([CH3:16])[n:18][cH:19][cH:20]2)[cH:3][c:4]([C:7](=[O:8])[OH:9])[cH:5][s:6]1.